Dataset: the Open Reaction Database (ORD), a public repository of structured organic reaction records. Task: describe an organic reaction: reactants, conditions, products, and yield The reactants are CC#N, CS(=O)[O-], CC(OC(=O)Nc1ccc(-c2c(C#N)c3ccc(OCCCl)cc3n2C2CCC2)cc1)C1CC1, Cl, [I-], [Na+], [Na+], CN(C)C=O, CN(C)C=O. Yields the product CC(OC(=O)Nc1ccc(-c2c(C#N)c3ccc(OCCS(C)(=O)=O)cc3n2C2CCC2)cc1)C1CC1. RXN SMILES: [CH3:40][C:41]#[N:42].[CH3:45][S:46](=[O:47])[O-:48].[CH:1]1([CH:4]([CH3:5])[O:6][C:7]([NH:8][c:9]2[cH:10][cH:11][c:12](-[c:15]3[n:16]([CH:30]4[CH2:31][CH2:32][CH2:33]4)[c:17]4[cH:18][c:19]([O:26][CH2:27][CH2:28][Cl:29])[cH:20][cH:21][c:22]4[c:23]3[C:24]#[N:25])[cH:13][cH:14]2)=[O:34])[CH2:2][CH2:3]1.[ClH:50].[I-:44].[Na+:43].[Na+:49].[O:35]=[CH:36][N:37]([CH3:38])[CH3:39].[O:51]=[CH:52][N:53]([CH3:54])[CH3:55]>>[CH:1]1([CH:4]([CH3:5])[O:6][C:7]([NH:8][c:9]2[cH:10][cH:11][c:12](-[c:15]3[n:16]([CH:30]4[CH2:31][CH2:32][CH2:33]4)[c:17]4[cH:18][c:19]([O:26][CH2:27][CH2:28][S:46]([CH3:45])(=[O:47])=[O:48])[cH:20][cH:21][c:22]4[c:23]3[C:24]#[N:25])[cH:13][cH:14]2)=[O:34])[CH2:2][CH2:3]1.